This data is from the Open Reaction Database (ORD), a public repository of structured organic reaction records. The task is: describe an organic reaction: reactants, conditions, products, and yield Starting materials: CN(C)c1cccc(N(CC(=O)O)S(=O)(=O)c2ccc(C(C)(C)C)cc2)c1, CCNCc1nccs1. Product: CCN(Cc1nccs1)C(=O)CN(c1cccc(N(C)C)c1)S(=O)(=O)c1ccc(C(C)(C)C)cc1. Reaction SMILES: [C:1]([CH3:2])([CH3:3])([CH3:4])[c:5]1[cH:6][cH:7][c:8]([S:11](=[O:12])(=[O:13])[N:14]([c:15]2[cH:16][c:17]([N:21]([CH3:22])[CH3:23])[cH:18][cH:19][cH:20]2)[CH2:24][C:25](=[O:26])[OH:27])[cH:9][cH:10]1.[CH2:28]([CH3:29])[NH:30][CH2:31][c:32]1[s:33][cH:34][cH:35][n:36]1>>[C:1]([CH3:2])([CH3:3])([CH3:4])[c:5]1[cH:6][cH:7][c:8]([S:11](=[O:12])(=[O:13])[N:14]([c:15]2[cH:16][c:17]([N:21]([CH3:22])[CH3:23])[cH:18][cH:19][cH:20]2)[CH2:24][C:25](=[O:27])[N:30]([CH2:28][CH3:29])[CH2:31][c:32]2[s:33][cH:34][cH:35][n:36]2)[cH:9][cH:10]1. Starting materials: O1CCN(CC1)C(C[C@H]1N(CC2=CC=CC=C2C1)C(=O)OC(C)(C)C)=O (tert-Butyl (3S)-3-(2-morpholino-2-oxo-ethyl)-3,4-dihydro-1H-isoquinoline-2-carboxylate), solution, Cl (HCl). Run in ClCCl (dichloromethane), CCOCC (ether). Reaction conditions: time 15 hour. Yields the product Cl.N1(CCOCC1)C(C[C@H]1NCC2=CC=CC=C2C1)=O (1-(Morpholin-4-yl)-2-[(3S)-1,2,3,4-tetrahydroisoquinolin-3-yl]ethanone hydrochloride). As a reaction SMILES: [O:1]1[CH2:6][CH2:5][N:4]([C:7](=[O:26])[CH2:8][C@@H:9]2[CH2:18][C:17]3[C:12](=[CH:13][CH:14]=[CH:15][CH:16]=3)[CH2:11][N:10]2C(OC(C)(C)C)=O)[CH2:3][CH2:2]1.[ClH:27]>ClCCl.CCOCC>[ClH:27].[N:4]1([C:7](=[O:26])[CH2:8][C@@H:9]2[CH2:18][C:17]3[C:12](=[CH:13][CH:14]=[CH:15][CH:16]=3)[CH2:11][NH:10]2)[CH2:5][CH2:6][O:1][CH2:2][CH2:3]1 |f:4.5|. Reported procedure: To a solution of 2.88 g (7.18 mmol) of the compound obtained in Step A in 16 mL of dichloromethane, there are added dropwise 80 mL (80 mmol) of 1M solution of HCl in ether. The batch is stirred at ambient temperature for 15 hours, and then the suspension is filtered and the precipitate washed with ether. After drying, the title product is obtained in the form of a solid. Reactants: Cc1c(C=O)[nH]c2c1C(=O)N(CCN1CCCCC1)CC2, O=C1Cc2c(cccc2-c2cccc(Cl)c2F)N1. RXN SMILES: [CH3:1][c:2]1[c:3]([CH:20]=[O:21])[nH:4][c:5]2[c:6]1[C:7](=[O:19])[N:8]([CH2:11][CH2:12][N:13]1[CH2:14][CH2:15][CH2:16][CH2:17][CH2:18]1)[CH2:9][CH2:10]2.[Cl:22][c:23]1[c:24]([F:39])[c:25](-[c:29]2[c:30]3[c:34]([cH:35][cH:36][cH:37]2)[NH:33][C:32](=[O:38])[CH2:31]3)[cH:26][cH:27][cH:28]1>>[CH3:1][c:2]1[c:3]([CH:20]=[C:31]2[c:30]3[c:29](-[c:25]4[c:24]([F:39])[c:23]([Cl:22])[cH:28][cH:27][cH:26]4)[cH:37][cH:36][cH:35][c:34]3[NH:33][C:32]2=[O:38])[nH:4][c:5]2[c:6]1[C:7](=[O:19])[N:8]([CH2:11][CH2:12][N:13]1[CH2:14][CH2:15][CH2:16][CH2:17][CH2:18]1)[CH2:9][CH2:10]2. Product: Cc1c(C=C2C(=O)Nc3cccc(-c4cccc(Cl)c4F)c32)[nH]c2c1C(=O)N(CCN1CCCCC1)CC2. Reactants: C1(CCCC1)C=1C=C(C(=O)O)C=C(N1)OC (2-cyclopentyl-6-methoxy-isonicotinic acid), ClC1=C(OC[C@H](CNC(CO)=O)O)C(=CC(=C1)C(NO)=N)C ((S)—N-(3-[2-chloro-4-(N-hydroxycarbamimidoyl)-6-methyl-phenoxy]-2-hydroxy-propyl)-2-hydroxy-acetamide). Product: ClC1=C(OC[C@H](CNC(CO)=O)O)C(=CC(=C1)C1=NOC(=N1)C1=CC(=NC(=C1)OC)C1CCCC1)C (N-((2S)-3-{2-Chloro-4-[5-(2-cyclopentyl-6-methoxy-pyridin-4-yl)-[1,2,4]oxadiazol-3-yl]-6-methyl-phenoxy}-2-hydroxy-propyl)-2-hydroxy-acetamide). The yield is 57.8%. Reaction SMILES: [CH:1]1([C:6]2[CH:7]=[C:8]([CH:12]=[C:13]([O:15][CH3:16])[N:14]=2)[C:9]([OH:11])=O)[CH2:5][CH2:4][CH2:3][CH2:2]1.[Cl:17][C:18]1[CH:33]=[C:32]([C:34](=[NH:37])[NH:35]O)[CH:31]=[C:30]([CH3:38])[C:19]=1[O:20][CH2:21][C@@H:22]([OH:29])[CH2:23][NH:24][C:25](=[O:28])[CH2:26][OH:27]>>[Cl:17][C:18]1[CH:33]=[C:32]([C:34]2[N:37]=[C:9]([C:8]3[CH:12]=[C:13]([O:15][CH3:16])[N:14]=[C:6]([CH:1]4[CH2:2][CH2:3][CH2:4][CH2:5]4)[CH:7]=3)[O:11][N:35]=2)[CH:31]=[C:30]([CH3:38])[C:19]=1[O:20][CH2:21][C@@H:22]([OH:29])[CH2:23][NH:24][C:25](=[O:28])[CH2:26][OH:27]. Procedure details: The title compound (135 mg) is prepared in analogy to Example 6 starting from 2-cyclopentyl-6-methoxy-isonicotinic acid (100 mg, 452 μmol) and (S)—N-(3-[2-chloro-4-(N-hydroxycarbamimidoyl)-6-methyl-phenoxy]-2-hydroxy-propyl)-2-hydroxy-acetamide (150 mg, 452 μmol): LC-MS**: tR=0.85 min, [M+H]+=517.21; 1H NMR (CDCl3): δ1.69-1.80 (m, 2H), 1.83-1.95 (m, 4H), 2.06-2.15 (m, 2H), 2.42 (s, 3H), 3.19-3.29 (m, 1H), 3.53-3.61 (m, 1H), 3.81 (ddd, J=14.1, 6.5, 3.5 Hz, 1H), 3.97-4.01 (m, 1H), 4.01 (s, 3H), 4....